From a dataset of the Open Reaction Database (ORD), a public repository of structured organic reaction records. describe an organic reaction: reactants, conditions, products, and yield Reactants: C(=O)(OC(C)(C)C)NC=1SC(=CC1C1=CC=CC=C1)Cl (2-(N-Boc-amino)-5-chloro-3-phenyl-thiophene), FC(C(=O)O)(F)F (trifluoroacetic acid). Solvent: ClCCl (dichloromethane), CN(C)C=O (DMF). Product: NC=1SC(=CC1C1=CC=CC=C1)Cl (2-amino-5-chloro-3-phenylthiophene). RXN SMILES: C([NH:8][C:9]1[S:10][C:11]([Cl:20])=[CH:12][C:13]=1[C:14]1[CH:19]=[CH:18][CH:17]=[CH:16][CH:15]=1)(OC(C)(C)C)=O.FC(F)(F)C(O)=O>ClCCl.CN(C=O)C>[NH2:8][C:9]1[S:10][C:11]([Cl:20])=[CH:12][C:13]=1[C:14]1[CH:19]=[CH:18][CH:17]=[CH:16][CH:15]=1. Procedure: 2-(N-Boc-amino)-5-chloro-3-phenyl-thiophene (66 mg, 0.21 mmol) was treated with trifluoroacetic acid (1 ml) in dichloromethane (3 ml) at ambient temperature for 1 hr. The mixture was diluted with DMF (1 ml) and the more volatile materials removed under reduced pressure. The resulting DMF solution of 2-amino-5-chloro-3-phenylthiophene was used in the subsequent coupling step without purification. Reactants: C=CC1CC1(NC(=O)C1CC(Oc2cc(-c3ccccc3)nc3cc(OC)ccc23)CC1C(=O)NC(C(=O)NC1CCCC1)C(C)(C)C)C(=O)OCC, [Li+], C1COCCO1, [OH-], O. Product: C=CC1CC1(NC(=O)C1CC(Oc2cc(-c3ccccc3)nc3cc(OC)ccc23)CC1C(=O)NC(C(=O)NC1CCCC1)C(C)(C)C)C(=O)O. RXN SMILES: [CH2:1]([CH3:2])[O:3][C:4](=[O:5])[C:6]1([NH:11][C:12](=[O:13])[CH:14]2[CH:15]([C:38]([NH:39][CH:40]([C:41]([CH3:42])([CH3:43])[CH3:44])[C:45]([NH:46][CH:47]3[CH2:48][CH2:49][CH2:50][CH2:51]3)=[O:52])=[O:53])[CH2:16][CH:17]([O:19][c:20]3[cH:21][c:22](-[c:32]4[cH:33][cH:34][cH:35][cH:36][cH:37]4)[n:23][c:24]4[cH:25][c:26]([O:30][CH3:31])[cH:27][cH:28][c:29]34)[CH2:18]2)[CH:7]([CH:9]=[CH2:10])[CH2:8]1.[Li+:55].[O:56]1[CH2:57][CH2:58][O:59][CH2:60][CH2:61]1.[OH-:54].[OH2:62]>>[O:3]=[C:4]([OH:5])[C:6]1([NH:11][C:12](=[O:13])[CH:14]2[CH:15]([C:38]([NH:39][CH:40]([C:41]([CH3:42])([CH3:43])[CH3:44])[C:45]([NH:46][CH:47]3[CH2:48][CH2:49][CH2:50][CH2:51]3)=[O:52])=[O:53])[CH2:16][CH:17]([O:19][c:20]3[cH:21][c:22](-[c:32]4[cH:33][cH:34][cH:35][cH:36][cH:37]4)[n:23][c:24]4[cH:25][c:26]([O:30][CH3:31])[cH:27][cH:28][c:29]34)[CH2:18]2)[CH:7]([CH:9]=[CH2:10])[CH2:8]1.